Dataset: the Open Reaction Database (ORD), a public repository of structured organic reaction records. Task: describe an organic reaction: reactants, conditions, products, and yield Reaction SMILES: [CH2:1]([c:2]1[cH:3][cH:4][cH:5][cH:6][cH:7]1)[O:8][CH:9]([CH2:10][CH2:11][NH:12][CH:13]1[CH:14]=[CH:15][C:16]2([CH2:17]1)[O:18][CH2:19][CH2:20][O:21]2)[CH2:22][CH2:23][CH2:24][CH2:25][CH3:26].[CH3:32][CH2:33][OH:34].[ClH:31].[K:27][O:28][C:29]#[N:30].[OH2:35]>>[CH2:1]([c:2]1[cH:3][cH:4][cH:5][cH:6][cH:7]1)[O:8][CH:9]([CH2:10][CH2:11][N:12]([CH:13]1[CH:14]=[CH:15][C:16]2([CH2:17]1)[O:18][CH2:19][CH2:20][O:21]2)[C:29](=[O:28])[NH2:30])[CH2:22][CH2:23][CH2:24][CH2:25][CH3:26]. Reactants: CCCCCC(CCNC1C=CC2(C1)OCCO2)OCc1ccccc1, CCO, Cl, N#CO[K], O. The product is CCCCCC(CCN(C(N)=O)C1C=CC2(C1)OCCO2)OCc1ccccc1. Starting materials: ClC1=CC=C(C(=O)N)C=C1 (4-Chlorobenzamide), C1(=CC=C(C=C1)S(=O)(=O)O)C (p-toluenesulfonic acid), CSCCC=O (3-methylthio-1-propanal), N1N=NC2=C1C=CC=C2 (benzotriazole). Product: N1(N=NC2=C1C=CC=C2)C(CCSC)NC(C2=CC=C(C=C2)Cl)=O (N-[1-(1H-1,2,3-benzotriazol-1-yl)-(methylsulfanyl)propyl]-4-chlorobenzamide). RXN SMILES: [Cl:1][C:2]1[CH:10]=[CH:9][C:5]([C:6]([NH2:8])=[O:7])=[CH:4][CH:3]=1.[CH3:11][S:12][CH2:13][CH2:14][CH:15]=O.[NH:17]1[C:21]2[CH:22]=[CH:23][CH:24]=[CH:25][C:20]=2[N:19]=[N:18]1.C1(C)C=CC(S(O)(=O)=O)=CC=1>>[N:17]1([CH:15]([NH:8][C:6](=[O:7])[C:5]2[CH:9]=[CH:10][C:2]([Cl:1])=[CH:3][CH:4]=2)[CH2:14][CH2:13][S:12][CH3:11])[C:21]2[CH:22]=[CH:23][CH:24]=[CH:25][C:20]=2[N:19]=[N:18]1. Procedure: 4-Chlorobenzamide, 3-methylthio-1-propanal, benzotriazole, and p-toluenesulfonic acid were processed as described in Example 53A to provide the desired product. The reactants are O=C([O-])[O-], CI, Cc1cc(C)c(-n2ccc3c(Cl)n[nH]c(=O)c32)c(C)c1, [K+], [K+], CN(C)C=O, O. The product is Cc1cc(C)c(-n2ccc3c(Cl)nn(C)c(=O)c32)c(C)c1. RXN SMILES: [C:23](=[O:24])([O-:25])[O-:26].[CH3:21][I:22].[Cl:1][c:2]1[c:3]2[c:4]([c:5](=[O:8])[nH:6][n:7]1)[n:9](-[c:12]1[c:13]([CH3:20])[cH:14][c:15]([CH3:19])[cH:16][c:17]1[CH3:18])[cH:10][cH:11]2.[K+:27].[K+:28].[O:29]=[CH:30][N:31]([CH3:32])[CH3:33].[OH2:34]>>[Cl:1][c:2]1[c:3]2[c:4]([c:5](=[O:8])[n:6]([CH3:23])[n:7]1)[n:9](-[c:12]1[c:13]([CH3:20])[cH:14][c:15]([CH3:19])[cH:16][c:17]1[CH3:18])[cH:10][cH:11]2. Procedure details: 7.70 g (30.3 mmol) of the mixture of methyl 3-(3-amino-4-chlorophenyl)hex-2-enoate and methyl 3-(3-amino-4-chlorophenyl)hex-3-enoate (about 1.5:1, Example 164A) were dissolved in 45 ml of ethyl acetate, 646 mg (0.303 mmol) of palladium on carbon (5%) were added and the mixture was stirred under an atmosphere of hydrogen at atmospheric pressure and RT. After 10 h, the reaction mixture was filtered off through celite, the residue was washed with ethyl acetate and the filtrate was concentrated. The... Reagents/catalysts: [Pd] (palladium on carbon). Reaction conditions: time 10 hour. Product: NC=1C=C(C=CC1Cl)C(CC(=O)OC)CCC ((+/−)-Methyl 3-(3-amino-4-chlorophenyl)hexanoate). As a reaction SMILES: [NH2:1][C:2]1[CH:3]=[C:4]([C:9]([CH2:15][CH2:16][CH3:17])=[CH:10][C:11]([O:13][CH3:14])=[O:12])[CH:5]=[CH:6][C:7]=1[Cl:8].NC1C=C(C(=CCC)CC(OC)=O)C=CC=1Cl>C(OCC)(=O)C.[Pd]>[NH2:1][C:2]1[CH:3]=[C:4]([CH:9]([CH2:15][CH2:16][CH3:17])[CH2:10][C:11]([O:13][CH3:14])=[O:12])[CH:5]=[CH:6][C:7]=1[Cl:8]. Starting materials: mixture, NC=1C=C(C=CC1Cl)C(=CC(=O)OC)CCC (methyl 3-(3-amino-4-chlorophenyl)hex-2-enoate), NC=1C=C(C=CC1Cl)C(CC(=O)OC)=CCC (methyl 3-(3-amino-4-chlorophenyl)hex-3-enoate). Run in C(C)(=O)OCC (ethyl acetate). Starting materials: CC1=NC(=C(C(=N1)O)[N+](=O)[O-])O (2-methyl-5-nitropyrimidine-4,6-diol), C(C1=CC=CC=C1)=O (benzaldehyde), CO (methanol), N1CCCCC1 (piperidine). Run in C(C)OCC (diethyl ether). Reaction conditions: temperature 90 celsius. The product is [N+](=O)([O-])C=1C(=NC(=NC1O)\C=C\C1=CC=CC=C1)O (5-nitro-2-[(E)-2-phenylvinyl]pyrimidine-4,6-diol). Yield: 63.1%. As a reaction SMILES: [CH3:1][C:2]1[N:7]=[C:6]([OH:8])[C:5]([N+:9]([O-:11])=[O:10])=[C:4]([OH:12])[N:3]=1.[CH:13](=O)[C:14]1[CH:19]=[CH:18][CH:17]=[CH:16][CH:15]=1.N1CCCCC1.CO>C(OCC)C>[N+:9]([C:5]1[C:6]([OH:8])=[N:7][C:2](/[CH:1]=[CH:13]/[C:14]2[CH:19]=[CH:18][CH:17]=[CH:16][CH:15]=2)=[N:3][C:4]=1[OH:12])([O-:11])=[O:10]. Reported procedure: A mixture of 2-methyl-5-nitropyrimidine-4,6-diol (4.7 g, 27.5 mmol) and benzaldehyde (42 mL, 414 mmol) was treated with piperidine (21.3 mL, 215.3 mmol). The reaction mixture was heated to 90° C. for 2 hrs. The temperature was then increased to 120° C. for 30 min. After cooling the reaction mixture to ambient, methanol (10 mL) and diethyl ether (200 mL) were added sequentially. The resulting solid was collected by filtration and washed with 5% aqueous hydrochloric acid to give 5-nitro-2-[(E)-2-p... The reactants are CNS(=O)(=O)C (N-Methylmethanesulfonamide), C1C(C)O1 (propylene oxide). Solvent: C(C)(C)(C)O (t-butylalcohol). Product: CN(S(=O)(=O)C)CC(C)O (1-(N-Methyl-Methanesulfonamido)-2-Propanol). Reaction SMILES: [CH3:1][NH:2][S:3]([CH3:6])(=[O:5])=[O:4].[CH2:7]1[O:10][CH:8]1[CH3:9]>C(O)(C)(C)C>[CH3:1][N:2]([CH2:7][CH:8]([OH:10])[CH3:9])[S:3]([CH3:6])(=[O:5])=[O:4]. Procedure details: N-Methylmethanesulfonamide (21.8 grams; 0.2 mol), t-butylalcohol (50 ml) sodium hydride (0.5 grams; 50% in mineral oil), and propylene oxide (11.6 grams; 0.2 mol) were placed into a 3-necked glass reaction flask equipped with stopper, stirrer, thermometer, and reflux condenser. The mixture was heated at 50°-60° C. for three hours, cooled, and concentrated on a rotoevaporator. The concentrate was neutralized with concentrated hydrochloric acid (1 ml) and distilled under reduced pressure. Fraction... The reactants are O1C2=C(CC1)C=C1CCCC(C1=C2)=O (2,3,5,6,7,8-Hexahydronaphtho[2,3-b]furan-8-one), Cl.NO (hydroxylamine hydrochloride), C(C)(=O)[O-].[Na+] (sodium acetate). Run in C(C)O (ethanol), O (water). Yields the product O1C2=C(CC1)C=C1CCCC(C1=C2)=NO (2,3,5,6,7,8-hexahydronaphtho[2,3-b]furan-8-one oxime). Reaction SMILES: [O:1]1[CH2:5][CH2:4][C:3]2[CH:6]=[C:7]3[C:12](=[CH:13][C:2]1=2)[C:11](=O)[CH2:10][CH2:9][CH2:8]3.Cl.[NH2:16][OH:17].C([O-])(=O)C.[Na+]>C(O)C.O>[O:1]1[CH2:5][CH2:4][C:3]2[CH:6]=[C:7]3[C:12](=[CH:13][C:2]1=2)[C:11](=[N:16][OH:17])[CH2:10][CH2:9][CH2:8]3 |f:1.2,3.4|. Procedure details: A mixture containing 46 g of the compound of Example 1, 60 g of hydroxylamine hydrochloride and 60 g of anhydrous sodium acetate in 410 ml of ethanol is brought to reflux for 5 hours. The mixture is then cooled and diluted with water, extracted with methylene chloride, dried and evaporated to dryness. The dry residue is recrystallized in ethanol. Reactants: C=CCBr, O=C(O)c1c(=O)c2cc(F)c(N3CCNCC3)cc2n2ccsc12, CN(C)C=O, O=C(O)O. The product is C=CCN1CCN(c2cc3c(cc2F)c(=O)c(C(=O)O)c2sccn23)CC1. Reaction SMILES: [CH2:29]([CH:30]=[CH2:31])[Br:32].[F:1][c:2]1[cH:3][c:4]2[c:5](=[O:24])[c:6]([C:21](=[O:22])[OH:23])[c:7]3[n:8]([c:9]2[cH:10][c:11]1[N:12]1[CH2:13][CH2:14][NH:15][CH2:16][CH2:17]1)[cH:18][cH:19][s:20]3.[O:33]=[CH:34][N:35]([CH3:36])[CH3:37].[OH:25][C:26](=[O:27])[OH:28]>>[F:1][c:2]1[cH:3][c:4]2[c:5](=[O:24])[c:6]([C:21](=[O:22])[OH:23])[c:7]3[n:8]([c:9]2[cH:10][c:11]1[N:12]1[CH2:13][CH2:14][N:15]([CH2:31][CH:30]=[CH2:29])[CH2:16][CH2:17]1)[cH:18][cH:19][s:20]3. Reactants: FC=1C(=NC(=NC1Cl)N)N (5-Fluoro-6-chloro-2,4-pyrimidinediamine), 3-oxide, N1CCCCC1 (piperidine), C(C)O (ethanol). Yields the product FC=1C(=[N+](C(=NC1N1CCCCC1)N)[O-])N (5fluoro-6-piperidinyl-2,4-pyrimidinediamine 3-oxide). Reaction SMILES: [F:1][C:2]1[C:3]([NH2:10])=[N:4][C:5]([NH2:9])=[N:6][C:7]=1Cl.[NH:11]1[CH2:16][CH2:15][CH2:14][CH2:13][CH2:12]1.C([OH:19])C>>[F:1][C:2]1[C:3]([NH2:10])=[N+:4]([O-:19])[C:5]([NH2:9])=[N:6][C:7]=1[N:11]1[CH2:16][CH2:15][CH2:14][CH2:13][CH2:12]1. Procedure details: 5-Fluoro-6-chloro-2,4-pyrimidinediamine, 3-oxide (6) (58 mg, 0.32 mmol), piperidine (112 mg, 1.3 mmol) and 95% ethanol (2.6 ml) were charged to a round bottom flask and refluxed for 2 days. The solution was concentrated and the residue was chromatographed on silica gel (elution with 15% methanol/chloroform+2% ammonium hydroxide), yielding 5fluoro-6-piperidinyl-2,4-pyrimidinediamine 3-oxide as a white solid. (51 mg, 69%): MS (70 eV, EI)m/z (relative intensity) 84 (100), 227 (M+, 98), 210 (55), 43... The yield is 65.6%. Procedure: (S)-5-Bromo-2-{[methoxycarbonylmethyl-(toluene-4-sulfonyl)-amino]-methyl}-6-oxo-1-(1-phenyl-ethyl)-1,6-dihydro-pyridine-3-carboxylic acid methyl ester (2.26 g, 3.82 mmol) was dissolved in 80 mL of MeOH and placed in ice bath. NaOMe solution (2.6 mL, 11.5 mmol, 4.375 M in MeOH) was added and the mixture was stirred for 16 h at r.t. 1 M HCl was added to acidify the mixture, and the resulting suspension was extracted with CH2Cl2. The organic layer was dried over MgSO4 and concentrated. The crude pr... Starting materials: C[O-].[Na+] (NaOMe), COC(=O)C1=C(N(C(C(=C1)Br)=O)[C@@H](C)C1=CC=CC=C1)CN(S(=O)(=O)C1=CC=C(C=C1)C)CC(=O)OC ((S)-5-Bromo-2-{[methoxycarbonylmethyl-(toluene-4-sulfonyl)-amino]-methyl}-6-oxo-1-(1-phenyl-ethyl)-1,6-dihydro-pyridine-3-carboxylic acid methyl ester), Cl (HCl). Product: COC(=O)C=1C(=C2C=C(C(N(C2=CN1)[C@@H](C)C1=CC=CC=C1)=O)Br)O ((S)-3-Bromo-5-hydroxy-2-oxo-1-(1-phenyl-ethyl)-1,2-dihydro-[1,7]naphthyridine-6-carboxylic acid methyl ester). RXN SMILES: C[O:2][C:3]([C:5]1[CH:10]=[C:9]([Br:11])[C:8](=[O:12])[N:7]([C@H:13]([C:15]2[CH:20]=[CH:19][CH:18]=[CH:17][CH:16]=2)[CH3:14])[C:6]=1[CH2:21][N:22]([CH2:33][C:34]([O:36][CH3:37])=[O:35])S(C1C=CC(C)=CC=1)(=O)=O)=O.C[O-].[Na+].Cl>CO>[CH3:37][O:36][C:34]([C:33]1[C:3]([OH:2])=[C:5]2[C:6](=[CH:21][N:22]=1)[N:7]([C@H:13]([C:15]1[CH:16]=[CH:17][CH:18]=[CH:19][CH:20]=1)[CH3:14])[C:8](=[O:12])[C:9]([Br:11])=[CH:10]2)=[O:35] |f:1.2|. The solvent is CO (MeOH). Run at time 16 hour.